Dataset: the Open Reaction Database (ORD), a public repository of structured organic reaction records. Task: describe an organic reaction: reactants, conditions, products, and yield Starting materials: COC=1C=C(C=CC1N1C=NC(=C1)C)N (3-methoxy-4-(4-methyl-imidazol-1-yl)-phenylamine), ClC1=NC(=CC(=N1)N1CCC(CC1)O)C (1-(2-chloro-6-methyl-pyrimidin-4-yl)-piperidin-4-ol), ( 100 ). The product is COC=1C=C(C=CC1N1C=NC(=C1)C)NC1=NC(=CC(=N1)N1CCC(CC1)O)C (1-{2-[3-Methoxy-4-(4-methyl-imidazol-1-yl)-phenylamino]-6-methyl-pyrimidin-4-yl}-piperidin-4-ol). Isolated yield 82.0%. RXN SMILES: [CH3:1][O:2][C:3]1[CH:4]=[C:5]([NH2:15])[CH:6]=[CH:7][C:8]=1[N:9]1[CH:13]=[C:12]([CH3:14])[N:11]=[CH:10]1.Cl[C:17]1[N:22]=[C:21]([N:23]2[CH2:28][CH2:27][CH:26]([OH:29])[CH2:25][CH2:24]2)[CH:20]=[C:19]([CH3:30])[N:18]=1>>[CH3:1][O:2][C:3]1[CH:4]=[C:5]([NH:15][C:17]2[N:22]=[C:21]([N:23]3[CH2:24][CH2:25][CH:26]([OH:29])[CH2:27][CH2:28]3)[CH:20]=[C:19]([CH3:30])[N:18]=2)[CH:6]=[CH:7][C:8]=1[N:9]1[CH:13]=[C:12]([CH3:14])[N:11]=[CH:10]1. Procedure details: The title compound was prepared from 3-methoxy-4-(4-methyl-imidazol-1-yl)-phenylamine (41 mg, 0.20 mmol) and 1-(2-chloro-6-methyl-pyrimidin-4-yl)-piperidin-4-ol (50 mg, 0.22 mmol) in analogous manner as described in example 90. It was obtained in 82% yield as a light brown solid. MS ISP (m/e): 395.2 (100) [(M+H)+]; 1H NMR (DMSO-D6, 300 MHz): δ (ppm)=9.23 (s, 1H), 7.96 (s, 1H), 7.63 (s, 1H), 7.18 (m, 2H), 7.01 (s, 1H), 6.22 (s, 1H), 4.75 (d, 1H), 4.03 (br m, 2H), 3.78 (s, 3H), 3.75 (m, 1H), 3.23 ... As a reaction SMILES: [CH3:14][CH2:15][OH:16].[CH3:1][n:2]1[c:3]([S:12][CH3:13])[n:4][n:5]2[c:6]([c:7]1=[O:8])[n:9][cH:10][cH:11]2>>[CH3:1][n:2]1[cH:3][n:4][n:5]2[c:6]([c:7]1=[O:8])[n:9][cH:10][cH:11]2. The product is Cn1cnn2ccnc2c1=O. Starting materials: CCO, CSc1nn2ccnc2c(=O)n1C. Reactants: 60, OC=1C=CC2=C(CCC(O2)C(=O)O)C1 (3,4-dihydro-6-hydroxy-2H-1-benzopyran-2-carboxylic acid), S(O)(O)(=O)=O (sulfuric acid), C(C)O (ethanol). Run at time 3 hour. Yields the product OC=1C=CC2=C(CCC(O2)C(=O)OCC)C1 (ethyl 3,4-dihydro-6-hydroxy-2H-1-benzopyran-2-carboxylate), intermediate 21. Isolated yield 70.0%. As a reaction SMILES: [OH:1][C:2]1[CH:3]=[CH:4][C:5]2[O:10][CH:9]([C:11]([OH:13])=[O:12])[CH2:8][CH2:7][C:6]=2[CH:14]=1.S(=O)(=O)(O)O.[CH2:20](O)[CH3:21]>>[OH:1][C:2]1[CH:3]=[CH:4][C:5]2[O:10][CH:9]([C:11]([O:13][CH2:20][CH3:21])=[O:12])[CH2:8][CH2:7][C:6]=2[CH:14]=1. Reported procedure: A mixture of 60 parts of 3,4-dihydro-6-hydroxy-2H-1-benzopyran-2-carboxylic acid, 800 parts of ethanol and 5.52 parts of concentrate sulfuric acid was stirred for 3 hours at reflux temperature. The reaction mixture was evaporated. Water was added and the product was extracted with trichloromethane. The extract was washed with water, dried, filtered and evaporated. The residue was purified by column chromatography over silica gel using a mixture of trichloromethane and methanol (95:5 by volume) a... The reactants are ClC1=CC=CC=2N1N=C(C2C2=CC=NC=C2)C2=CC=C(C=C2)F (7-chloro-2-(4-fluorophenyl)-3-(4-pyridinyl)pyrazolo[1,5-α]pyridine), N1C=NC=C1 (imidazole). Solvent: CS(=O)C (dimethylsulfoxide). Conditions: temperature 120 celsius. Yields the product FC1=CC=C(C=C1)C1=NN2C(C=CC=C2N2C=NC=C2)=C1C1=CC=NC=C1 (2-(4-fluorophenyl)-7-(1H-imidazol-1-yl)-3-pyridin-4-ylpyrazolo[1,5-α]pyridine). RXN SMILES: Cl[C:2]1[N:7]2[N:8]=[C:9]([C:17]3[CH:22]=[CH:21][C:20]([F:23])=[CH:19][CH:18]=3)[C:10]([C:11]3[CH:16]=[CH:15][N:14]=[CH:13][CH:12]=3)=[C:6]2[CH:5]=[CH:4][CH:3]=1.[NH:24]1[CH:28]=[CH:27][N:26]=[CH:25]1>CS(C)=O>[F:23][C:20]1[CH:21]=[CH:22][C:17]([C:9]2[C:10]([C:11]3[CH:16]=[CH:15][N:14]=[CH:13][CH:12]=3)=[C:6]3[CH:5]=[CH:4][CH:3]=[C:2]([N:24]4[CH:28]=[CH:27][N:26]=[CH:25]4)[N:7]3[N:8]=2)=[CH:18][CH:19]=1. Procedure: A mixture of 7-chloro-2-(4-fluorophenyl)-3-(4-pyridinyl)pyrazolo[1,5-α]pyridine (100 mg) and imidazole (5 eq.) in dimethylsulfoxide (2 mL) in sealed tube was heated at 120° C. overnight. The mixture was evaporated to dryness and purified by preparative thin layer chromatography to give 2-(4-fluorophenyl)-7-(1H-imidazol-1-yl)-3-pyridin-4-ylpyrazolo[1,5-α]pyridine. 1H NMR (CDCl3): δ 8.65 (d, 2H, J=5,6 Hz), 7.96 (s, 1H), 7.60 (d, 1H, J=9.5 Hz), 7.44–7.47 (m, 2H), 7.34–7.38 (m, 4H), 7.28 (d, 2H, J=5... Reactants: O[C@H]1CC[C@H](CC1)N1C(CCC1)=O (cis-1-(4-hydroxy-cyclohexyl)-pyrrolidin-2-one), CCN(CC)S(F)(F)F (DAST), C(=O)(O)[O-].[Na+] (NaHCO3). Solvent: C(Cl)Cl (CH2Cl2). Conditions: time 1 hour. The product is F[C@@H]1CC[C@H](CC1)N1C(CCC1)=O (trans-1-(4-fluoro-cyclohexyl)-pyrrolidin-2-one). As a reaction SMILES: O[C@@H:2]1[CH2:7][CH2:6][C@H:5]([N:8]2[CH2:12][CH2:11][CH2:10][C:9]2=[O:13])[CH2:4][CH2:3]1.CCN(S(F)(F)[F:20])CC.C([O-])(O)=O.[Na+]>C(Cl)Cl>[F:20][C@H:2]1[CH2:7][CH2:6][C@H:5]([N:8]2[CH2:12][CH2:11][CH2:10][C:9]2=[O:13])[CH2:4][CH2:3]1 |f:2.3|. Reported procedure: To a solution of cis-1-(4-hydroxy-cyclohexyl)-pyrrolidin-2-one in CH2Cl2 at −30° C., add 786 mL of DAST dropwise. Allow the resulting mixture to warm up to room temp and let stand for 1 h. To the solution, add 10 mL of 5% aq NaHCO3 and allow to stand at room temp for 1 h. Extract the aqueous layer by CH2Cl2 twice (2×10 mL) and then dry the organic layer over Na2SO4, filter and concentrate. Purify the crude material by chromatography to yield the title compound: mass spectrum (m/z): 186 (M+1). Reactants: C(C)(=O)[O-].[Na+] (sodium acetate), COC1OC(CC1)OC (2,5-dimethoxytetrahydrofuran), Cl.NC1C=2C=CC=CC2C=2NC(C=3N(C21)C=CN3)=O (10-amino-5H,10H-imidazo[1,2-a]indeno[1,2-e]pyrazin-4-one hydrochloride). Solvent: CO (methanol), C(C)(=O)O (acetic acid). Conditions: temperature 20 celsius, time 30 minute. Yields the product N1(C=CC=C1)C1C=2C=CC=CC2C=2NC(C=3N(C21)C=CN3)=O (10-(1-pyrrolyl)-5H,10H-imidazo[1,2-a]indeno[1,2-e]pyrazin-4-one). Yield: 41.7%. As a reaction SMILES: Cl.[NH2:2][CH:3]1[C:15]2[N:14]3[CH:16]=[CH:17][N:18]=[C:13]3[C:12](=[O:19])[NH:11][C:10]=2[C:9]2[CH:8]=[CH:7][CH:6]=[CH:5][C:4]1=2.C([O-])(=O)C.[Na+].CO[CH:27]1[CH2:31][CH2:30][CH:29](OC)O1>C(O)(=O)C.CO>[N:2]1([CH:3]2[C:15]3[N:14]4[CH:16]=[CH:17][N:18]=[C:13]4[C:12](=[O:19])[NH:11][C:10]=3[C:9]3[CH:8]=[CH:7][CH:6]=[CH:5][C:4]2=3)[CH:27]=[CH:31][CH:30]=[CH:29]1 |f:0.1,2.3|. Reported procedure: To a suspension of 1.4 g of 10-amino-5H,10H-imidazo[1,2-a]indeno[1,2-e]pyrazin-4-one hydrochloride in 25 ml of acetic acid are added 0.41 g of anhydrous sodium acetate and 0.66 g of 2,5-dimethoxytetrahydrofuran. The mixture is stirred at boiling for 1 hour 30 minutes and, after cooling to 20° C., the solid formed is isolated by filtration, washed twice with 30 ml in total of distilled water and air-dried. The product obtained (2.45 g) is chromatographed on 25 g of neutral silica gel (0.06-0.20 m...